Task: describe an organic reaction: reactants, conditions, products, and yield. Dataset: the Open Reaction Database (ORD), a public repository of structured organic reaction records The reactants are O=C1CCN(CC1)C(=O)OC(C)(C)C (tert-butyl 4-oxopiperidine-1-carboxylate), C(#N)[BH3-].[Na+] (sodium cyanoborohydride), Cl (HCl), N1CCC(CC1)N1C(N[C@@H]2[C@@H]1CCCC2)=O ((3aS,7aS)-1-piperidin-4-yloctahydro-2H-benzimidazol-2-one), C([O-])([O-])=O (carbonate). Reagents/catalysts: [Cl-].[Zn+2].[Cl-] (zinc chloride). The solvent is CO (MeOH), CO (MeOH), CO (MeOH). Conditions: time 1 hour. Product: O=C1N[C@@H]2[C@@H](N1C1CCN(CC1)C1CCN(CC1)C(=O)OC(C)(C)C)CCCC2 (Tert-butyl 4-[4-[(3aS,7aS)-2-oxo-3a,4,5,6,7,7a-hexahydro-3H-benzoimidazol-1-yl]-1-piperidyl]piperidine-1-carboxylate). The yield is 63.7%. Reaction SMILES: Cl.[NH:2]1[CH2:7][CH2:6][CH:5]([N:8]2[C@H:12]3[CH2:13][CH2:14][CH2:15][CH2:16][C@@H:11]3[NH:10][C:9]2=[O:17])[CH2:4][CH2:3]1.C(=O)([O-])[O-].O=[C:23]1[CH2:28][CH2:27][N:26]([C:29]([O:31][C:32]([CH3:35])([CH3:34])[CH3:33])=[O:30])[CH2:25][CH2:24]1.C([BH3-])#N.[Na+]>CO.[Cl-].[Zn+2].[Cl-]>[O:17]=[C:9]1[N:8]([CH:5]2[CH2:4][CH2:3][N:2]([CH:23]3[CH2:28][CH2:27][N:26]([C:29]([O:31][C:32]([CH3:35])([CH3:34])[CH3:33])=[O:30])[CH2:25][CH2:24]3)[CH2:7][CH2:6]2)[C@H:12]2[CH2:13][CH2:14][CH2:15][CH2:16][C@@H:11]2[NH:10]1 |f:4.5,7.8.9|. Procedure details: HCl salt of (3aS,7aS)-1-piperidin-4-yloctahydro-2H-benzimidazol-2-one (2 g, 7.72 mmol) was dissolved in MeOH (30 mL) and MP carbonate (12 g) was added. The mixture was stirred for one hour at rt and then filtered and concentrated in vacuo to provide a white solid. To a stirred solution of above freebase and tert-butyl 4-oxopiperidine-1-carboxylate (1.8 g, 9.04 mmol) in MeOH (40 mL) was added a solution of sodium cyanoborohydride (1 g, 14.49 mmol) and zinc chloride (0.73 g, 5.36 mmol) in MeOH (20...